From a dataset of the Open Reaction Database (ORD), a public repository of structured organic reaction records. describe an organic reaction: reactants, conditions, products, and yield Reactants: C[S-].[Na+] (sodium thiomethoxide), ClC1=C(C(=NC(=N1)S(=O)(=O)C)NC(C)C)C1=C(C=C(C=C1F)F)F ([6-chloro-2-methanesulfonyl-5-(2,4,6-trifluorophenyl)pyrimidin-4-yl]isopropylamine). Solvent: C1CCOC1 (THF), CC(C)(C)OC (MTBE), CN(C)C=O (DMF). Run at temperature 22.5 celsius, time 16 hour. Yields the product ClC1=C(C(=NC(=N1)SC)NC(C)C)C1=C(C=C(C=C1F)F)F ([6-chloro-2-methylsulfanyl-5-(2,4,6-trifluorophenyl)pyrimidin-4-yl]isopropylamine). The yield is 120.8%. As a reaction SMILES: C[S-].[Na+].[Cl:4][C:5]1[N:10]=[C:9]([S:11]([CH3:14])(=O)=O)[N:8]=[C:7]([NH:15][CH:16]([CH3:18])[CH3:17])[C:6]=1[C:19]1[C:24]([F:25])=[CH:23][C:22]([F:26])=[CH:21][C:20]=1[F:27]>C1COCC1.CN(C=O)C.CC(OC)(C)C>[Cl:4][C:5]1[N:10]=[C:9]([S:11][CH3:14])[N:8]=[C:7]([NH:15][CH:16]([CH3:18])[CH3:17])[C:6]=1[C:19]1[C:24]([F:25])=[CH:23][C:22]([F:26])=[CH:21][C:20]=1[F:27] |f:0.1|. Procedure details: 70 mg (1.0 mmol) of sodium thiomethoxide, dissolved in 3 ml of anhydrous THF, were added to a solution of 216 mg (0.5 mmol) of [6-chloro-2-methanesulfonyl-5-(2,4,6-trifluorophenyl)pyrimidin-4-yl]isopropylamine (abbr. sulfone 2) in 2 ml of anhydrous DMF. The mixture was stirred at 20-25° C. for 16 hours and then diluted with MTBE, washed with water and dried. Distillative removal of the solvent and chromatography on silica gel gave 0.21 g of the title compound of m.p. 112-116° C. RXN SMILES: [CH2:49]1[O:50][CH2:51][CH2:52][CH2:53]1.[Cl:1][c:2]1[n:3][c:4]([S:22][CH2:23][c:24]2[n:25][c:26](-[c:29]3[cH:30][cH:31][c:32]([Cl:35])[cH:33][cH:34]3)[s:27][cH:28]2)[c:5]([C:20]#[N:21])[c:6](-[c:10]2[cH:11][cH:12][c:13]([O:16][CH2:17][CH2:18][OH:19])[cH:14][cH:15]2)[c:7]1[C:8]#[N:9].[F:36][C:37]([CH2:38][CH2:39][NH2:40])([F:41])[F:42].[O:43]=[CH:44][N:45]([CH3:46])[CH3:47].[OH2:48]>>[c:2]1([NH:40][CH2:39][CH2:38][C:37]([F:36])([F:41])[F:42])[n:3][c:4]([S:22][CH2:23][c:24]2[n:25][c:26](-[c:29]3[cH:30][cH:31][c:32]([Cl:35])[cH:33][cH:34]3)[s:27][cH:28]2)[c:5]([C:20]#[N:21])[c:6](-[c:10]2[cH:11][cH:12][c:13]([O:16][CH2:17][CH2:18][OH:19])[cH:14][cH:15]2)[c:7]1[C:8]#[N:9]. The reactants are C1CCOC1, N#Cc1c(Cl)nc(SCc2csc(-c3ccc(Cl)cc3)n2)c(C#N)c1-c1ccc(OCCO)cc1, NCCC(F)(F)F, CN(C)C=O, O. Yields the product N#Cc1c(NCCC(F)(F)F)nc(SCc2csc(-c3ccc(Cl)cc3)n2)c(C#N)c1-c1ccc(OCCO)cc1. Reactants: C(C)(C)OC1=C(C=C(C=C1)CCCC1C(NC(S1)=O)=O)OC (5-[3-(4-isopropoxy-3-methoxyphenyl)-propyl]-2,4-thiazolidinedione). The reagents and catalysts are [Ti](Cl)(Cl)(Cl)Cl (titanium tetrachloride). Product: OC1=C(C=C(C=C1)CCCC1C(NC(S1)=O)=O)OC (5-[3-(4-hydroxy-3-methoxyphenyl)propyl]-2,4-thiazolidinedione). The yield is 87.0%. RXN SMILES: C([O:4][C:5]1[CH:10]=[CH:9][C:8]([CH2:11][CH2:12][CH2:13][CH:14]2[S:18][C:17](=[O:19])[NH:16][C:15]2=[O:20])=[CH:7][C:6]=1[O:21][CH3:22])(C)C>[Ti](Cl)(Cl)(Cl)Cl>[OH:4][C:5]1[CH:10]=[CH:9][C:8]([CH2:11][CH2:12][CH2:13][CH:14]2[S:18][C:17](=[O:19])[NH:16][C:15]2=[O:20])=[CH:7][C:6]=1[O:21][CH3:22]. Procedure: According to the same manner as that described in Reference Example 37, 5-[3-(4-isopropoxy-3-methoxyphenyl)-propyl]-2,4-thiazolidinedione was treated with titanium tetrachloride to give 5-[3-(4-hydroxy-3-methoxyphenyl)propyl]-2,4-thiazolidinedione as an oil (yield: 87%). Reactants: C(C)(C)(C)OC(=O)NC1=CC=C(C=C1)SC1=C(C=C(C(=O)O)C=C1)NC=1C2=C(N=CN1)N=C(C=C2)C(C)C (4-(4-tert-Butoxycarbonylamino-phenylsulfanyl)-3-(7-isopropyl-pyrido[2,3-d]pyrimidin-4-ylamino)-benzoic acid), N1=CC(=CC=C1)C(C)N ((RS)-1-pyridin-3-yl-ethylamine). Product: C(C)(C)(C)OC(NC1=CC=C(C=C1)SC1=C(C=C(C=C1)C(NC(C)C=1C=NC=CC1)=O)NC=1C2=C(N=CN1)N=C(C=C2)C(C)C)=O ((RS)-{4-[2-(7-Isopropyl-pyrido[2,3-d]pyrimidin-4-ylamino)-4-(1-pyridin-3-yl-ethylcarbamoyl)-phenylsulfanyl]-phenyl}-carbamic acid tert-butyl ester). Yield: 79.0%. RXN SMILES: [C:1]([O:5][C:6]([NH:8][C:9]1[CH:14]=[CH:13][C:12]([S:15][C:16]2[CH:24]=[CH:23][C:19]([C:20]([OH:22])=O)=[CH:18][C:17]=2[NH:25][C:26]2[C:27]3[CH:35]=[CH:34][C:33]([CH:36]([CH3:38])[CH3:37])=[N:32][C:28]=3[N:29]=[CH:30][N:31]=2)=[CH:11][CH:10]=1)=[O:7])([CH3:4])([CH3:3])[CH3:2].[N:39]1[CH:44]=[CH:43][CH:42]=[C:41]([CH:45]([NH2:47])[CH3:46])[CH:40]=1>>[C:1]([O:5][C:6](=[O:7])[NH:8][C:9]1[CH:14]=[CH:13][C:12]([S:15][C:16]2[CH:24]=[CH:23][C:19]([C:20](=[O:22])[NH:47][CH:45]([C:41]3[CH:40]=[N:39][CH:44]=[CH:43][CH:42]=3)[CH3:46])=[CH:18][C:17]=2[NH:25][C:26]2[C:27]3[CH:35]=[CH:34][C:33]([CH:36]([CH3:38])[CH3:37])=[N:32][C:28]=3[N:29]=[CH:30][N:31]=2)=[CH:11][CH:10]=1)([CH3:4])([CH3:3])[CH3:2]. Procedure details: According to the procedure in Example 385F, the title compound was prepared using 4-(4-tert-butoxycarbonylamino-phenylsulfanyl)-3-(7-isopropyl-pyrido[2,3-d]pyrimidin-4-ylamino)-benzoic acid (prepared in Example 385E) and (RS)-1-pyridin-3-yl-ethylamine: yield 79%.